This data is from the Open Reaction Database (ORD), a public repository of structured organic reaction records. The task is: describe an organic reaction: reactants, conditions, products, and yield The reactants are [C@@H]([C@H](C(=O)[O-])O)(C(=O)[O-])O.[Na+].[K+] (Rochelle's salt), ice, solution, C(C)(C)[Mg]Cl (isopropylmagnesium chloride), C1=NCCC2=CC=CC=C12 (3,4-dihydroisoquinoline), BrC=1C=CC(=NC1)Cl (5-bromo-2-chloropyridine), ClC(=O)OCC1=CC=CC=C1 (benzyl chloroformate). The solvent is C1CCOC1 (THF), C1CCOC1 (THF). Conditions: time 5 minute. Yields the product ClC1=CC=C(C=N1)C1N(CCC2=CC=CC=C12)C(=O)OCC1=CC=CC=C1 (benzyl 1-(6-chloropyridin-3-yl)-3,4-dihydro-isoquinoline-2(1H)-carboxylate). Reaction SMILES: Br[C:2]1[CH:3]=[CH:4][C:5]([Cl:8])=[N:6][CH:7]=1.C([Mg]Cl)(C)C.[CH:14]1[C:23]2[C:18](=[CH:19][CH:20]=[CH:21][CH:22]=2)[CH2:17][CH2:16][N:15]=1.Cl[C:25]([O:27][CH2:28][C:29]1[CH:34]=[CH:33][CH:32]=[CH:31][CH:30]=1)=[O:26].[C@H](O)(C([O-])=O)[C@@H](O)C([O-])=O.[Na+].[K+]>C1COCC1>[Cl:8][C:5]1[N:6]=[CH:7][C:2]([CH:14]2[C:23]3[C:18](=[CH:19][CH:20]=[CH:21][CH:22]=3)[CH2:17][CH2:16][N:15]2[C:25]([O:27][CH2:28][C:29]2[CH:34]=[CH:33][CH:32]=[CH:31][CH:30]=2)=[O:26])=[CH:3][CH:4]=1 |f:4.5.6|. Procedure details: To a pear-shaped flask was added 5-bromo-2-chloropyridine (440 mg, 2286 μmol), dry THF (10 mL), and an ice bath. After stirring for 5 min, a 2M solution of isopropylmagnesium chloride (1.15 mL, 2300 μmol) was added. The solution was allowed to stir in the ice bath for 2 h, then transferred to a solution of 3,4-dihydroisoquinoline (165 mg, 1258 μmol), dry THF (5 mL), and benzyl chloroformate (0.20 mL, 1350 μmol) that had been stirring in an ice bath for 15 min. The solution was allowed to warm to...